Dataset: the Open Reaction Database (ORD), a public repository of structured organic reaction records. Task: describe an organic reaction: reactants, conditions, products, and yield Reactants: O=[N+]([O-])c1cc(Br)ccc1F, COC(=O)CC(=O)OC, CS(C)=O, [H-], [Na+]. Yields the product COC(=O)C(C(=O)OC)c1ccc(Br)cc1[N+](=O)[O-]. As a reaction SMILES: [Br:12][c:13]1[cH:14][cH:15][c:16]([F:22])[c:17]([N+:19](=[O:20])[O-:21])[cH:18]1.[C:1]([CH2:2][C:3](=[O:4])[O:5][CH3:6])(=[O:7])[O:8][CH3:9].[CH3:23][S:24]([CH3:25])=[O:26].[H-:10].[Na+:11]>>[C:1]([CH:2]([C:3](=[O:4])[O:5][CH3:6])[c:16]1[cH:15][cH:14][c:13]([Br:12])[cH:18][c:17]1[N+:19](=[O:20])[O-:21])(=[O:7])[O:8][CH3:9]. The reactants are final solution, CO (methanol), C(C)(=O)OC(C)=O (Acetic anhydride), C(=O)O (formic acid), formic-acetic acid, anhydride, methanol ice, C1CC2=CC=CC=3C(NC4=C(N1C32)C=CC=C4)CN (1,2,6,7-tetrahydrobenzo[b]pyrrolo[3,2,1-jk][1,4]benzodiazepine-6-methanamine). Run in C(Cl)(Cl)Cl (chloroform). Reaction conditions: time 20 minute. Product: C(=O)N1C2=C(N3C4=C(C1CNC=O)C=CC=C4CC3)C=CC=C2 (N-[[7-Formyl-1,2,6,7-tetrahydrobenzo[b]pyrrolo[3,2,1-jk][1,4]-benzodiazepine-6-yl]methyl]-formamide). As a reaction SMILES: C(O[C:5](=[O:7])C)(=O)C.[CH:8]([OH:10])=O.[CH2:11]1[N:22]2[C:23]3[C:13](=[CH:14][CH:15]=[CH:16][C:17]=3[CH:18]([CH2:28][NH2:29])[NH:19][C:20]3[CH:27]=[CH:26][CH:25]=[CH:24][C:21]=32)[CH2:12]1.CO>C(Cl)(Cl)Cl>[CH:8]([N:19]1[CH:18]([CH2:28][NH:29][CH:5]=[O:7])[C:17]2[CH:16]=[CH:15][CH:14]=[C:13]3[CH2:12][CH2:11][N:22]([C:23]=23)[C:21]2[CH:24]=[CH:25][CH:26]=[CH:27][C:20]1=2)=[O:10]. Reported procedure: Acetic anhydride (8.0 ml) and formic acid (9.12 ml) were mixed together and stirred at -10° C. (methanol/ice) for 1 hour. This solution now containing formic-acetic acid mixed anhydride was added to a solution of 1,2,6,7-tetrahydrobenzo[b]pyrrolo[3,2,1-jk][1,4]benzodiazepine-6-methanamine (10.0 g) in chloroform (250 ml) at 0° C. in one portion. The mixture was handshaken for 20 minutes. The final solution was treated with excess methanol and concentrated to an oil. Purification was conducted by ... Reactants: ClC1=CC=C(C=C1)N=C=O (4-chlorophenyl isocyanate), NC1C(CN(C1=O)CCCCC)C(=O)OCC (Ethyl 4-amino-5-oxo-1-pentyl-3-pyrrolidinecarboxylate). Run in C(Cl)Cl (CH2Cl2), C(Cl)Cl (CH2Cl2). Conditions: time 18 hour. The product is ClC1=CC=C(C=C1)NC(=O)N[C@@H]1[C@@H](CN(C1=O)CCCCC)C(=O)OCC (ethyl cis-4-[[[(4-chlorophenyl)amino]carbonyl]amino]-5-oxo-1-pentyl-3-pyrrolidinecarboxylate). Isolated yield 72.3%. RXN SMILES: [Cl:1][C:2]1[CH:7]=[CH:6][C:5]([N:8]=[C:9]=[O:10])=[CH:4][CH:3]=1.[NH2:11][CH:12]1[C:16](=[O:17])[N:15]([CH2:18][CH2:19][CH2:20][CH2:21][CH3:22])[CH2:14][CH:13]1[C:23]([O:25][CH2:26][CH3:27])=[O:24]>C(Cl)Cl>[Cl:1][C:2]1[CH:7]=[CH:6][C:5]([NH:8][C:9]([NH:11][C@H:12]2[C:16](=[O:17])[N:15]([CH2:18][CH2:19][CH2:20][CH2:21][CH3:22])[CH2:14][C@H:13]2[C:23]([O:25][CH2:26][CH3:27])=[O:24])=[O:10])=[CH:4][CH:3]=1. Reported procedure: To a solution of 4-chlorophenyl isocyanate (113 mg, 0.734 mmol) in CH2Cl2 (1 ml) was added the aminopyrrolidinone of Example R (178 mg, 0.734 mmol) in CH2Cl2 (1 ml). After stirring for 18 h, the solvent was removed in vacuo and the resulting mixture was chromatographed on silica gel (5% EtOH/CH2Cl2) to give the title compound (210 mg, 72%). 'H NMR (300 MHz, CDCl3) δ7.99 (1H, s), 7.42 (2H, d), 7.24 (2H, t), 6.21 (1H, d), 4.92 (1H, q), 4.21 (1H, m), 4.11 (1H, m), 3.55 (2H, q), 3.32 (2H, m), 1.55 (... The reactants are COc1cc(N)cc(OC)c1OC, CCOCC, CC(C)O, NC(=O)c1ccccc1Nc1nc(Cl)ncc1[N+](=O)[O-], Cl. Yields the product Cl, COc1cc(Nc2ncc([N+](=O)[O-])c(Nc3ccccc3C(N)=O)n2)cc(OC)c1OC. RXN SMILES: [CH3:21][O:22][c:23]1[cH:24][c:25]([NH2:26])[cH:27][c:28]([O:32][CH3:33])[c:29]1[O:30][CH3:31].[CH3:35][CH2:36][O:37][CH2:38][CH3:39].[CH3:40][CH:41]([OH:42])[CH3:43].[Cl:1][c:2]1[n:3][cH:4][c:5]([N+:18](=[O:19])[O-:20])[c:6]([NH:8][c:9]2[c:10]([C:11](=[O:12])[NH2:13])[cH:14][cH:15][cH:16][cH:17]2)[n:7]1.[ClH:34]>>[ClH:1].[c:2]1([NH:26][c:25]2[cH:24][c:23]([O:22][CH3:21])[c:29]([O:30][CH3:31])[c:28]([O:32][CH3:33])[cH:27]2)[n:3][cH:4][c:5]([N+:18](=[O:19])[O-:20])[c:6]([NH:8][c:9]2[c:10]([C:11](=[O:12])[NH2:13])[cH:14][cH:15][cH:16][cH:17]2)[n:7]1. Procedure details: 2.64 g (9.9 mmol) of α-chloromethyl-2-methoxy-5-sulphamoylbenzenemethanol and 100 ml of dichloromethane are introduced into a 250-ml round-bottomed flask. 10 ml of dimethylformamide are then added with stirring, followed by 852 μl of acetic acid, 2.56 g of dicyclohexylcarbodiimide and 121 mg of dimethylaminopyridine. The mixture is allowed to react for 1 hour at room temperature, and is then filtered and rinsed with 50 ml of 5% sodium hydrogen carbonate solution and then with 50 ml of water. The... RXN SMILES: [Cl:1][CH2:2][CH:3]([C:5]1[CH:10]=[C:9]([S:11](=[O:14])(=[O:13])[NH2:12])[CH:8]=[CH:7][C:6]=1[O:15][CH3:16])[OH:4].ClCCl.C1(N=C=NC2CCCCC2)CCCCC1.CN(C1C=CC=CN=1)C.[C:44](O)(=[O:46])[CH3:45]>CN(C)C=O>[C:44]([O:4][CH:3]([CH2:2][Cl:1])[C:5]1[CH:10]=[C:9]([S:11](=[O:14])(=[O:13])[NH2:12])[CH:8]=[CH:7][C:6]=1[O:15][CH3:16])(=[O:46])[CH3:45]. The product is C(C)(=O)OC(C1=C(C=CC(=C1)S(N)(=O)=O)OC)CCl ((+)-α-Chloromethyl-2-methoxy-5-sulphamoylbenzyl acetate). Starting materials: CN(C)C1=NC=CC=C1 (dimethylaminopyridine), ClCC(O)C1=C(C=CC(=C1)S(N)(=O)=O)OC (α-chloromethyl-2-methoxy-5-sulphamoylbenzenemethanol), ClCCl (dichloromethane), C(C)(=O)O (acetic acid), C1(CCCCC1)N=C=NC1CCCCC1 (dicyclohexylcarbodiimide). The solvent is CN(C=O)C (dimethylformamide). Starting materials: ClCCl, O=C(O)C(F)(F)F, CC(C)(C)OC(=O)CN(CCc1ccc(S(N)(=O)=O)cc1)CC(=O)[O-]. RXN SMILES: [Cl:26][CH2:27][Cl:28].[F:29][C:30]([F:31])([F:32])[C:33]([OH:34])=[O:35].[S:1]([NH2:2])(=[O:3])(=[O:4])[c:5]1[cH:6][cH:7][c:8]([CH2:9][CH2:10][N:11]([CH2:12][C:13](=[O:14])[O-:15])[CH2:16][C:17](=[O:18])[O:19][C:20]([CH3:21])([CH3:22])[CH3:23])[cH:24][cH:25]1>>[S:1]([NH2:2])(=[O:3])(=[O:4])[c:5]1[cH:6][cH:7][c:8]([CH2:9][CH2:10][N:11]([CH2:12][C:13](=[O:14])[OH:15])[CH2:16][C:17](=[O:18])[OH:19])[cH:24][cH:25]1. The product is NS(=O)(=O)c1ccc(CCN(CC(=O)O)CC(=O)O)cc1. Reactants: ClC=1C=CC(=C(C(=O)O)C1)COCC(C)C (5-Chloro-2-(isobutoxymethyl)benzoic acid), Cl.N[C@@H](C)C1=CC=C(C(=O)OC)C=C1 (Methyl 4-[(1S)-1-aminoethyl]benzoate hydrochloride). The product is ClC=1C=CC(=C(C(=O)N[C@@H](C)C2=CC=C(C(=O)OC)C=C2)C1)COCC(C)C (Methyl 4-((1S)-1-{[5-chloro-2-(isobutoxymethyl)benzoyl]amino)ethyl}benzoate). RXN SMILES: [Cl:1][C:2]1[CH:3]=[CH:4][C:5]([CH2:11][O:12][CH2:13][CH:14]([CH3:16])[CH3:15])=[C:6]([CH:10]=1)[C:7]([OH:9])=O.Cl.[NH2:18][C@H:19]([C:21]1[CH:30]=[CH:29][C:24]([C:25]([O:27][CH3:28])=[O:26])=[CH:23][CH:22]=1)[CH3:20]>>[Cl:1][C:2]1[CH:3]=[CH:4][C:5]([CH2:11][O:12][CH2:13][CH:14]([CH3:16])[CH3:15])=[C:6]([CH:10]=1)[C:7]([NH:18][C@H:19]([C:21]1[CH:30]=[CH:29][C:24]([C:25]([O:27][CH3:28])=[O:26])=[CH:23][CH:22]=1)[CH3:20])=[O:9] |f:1.2|. Procedure: The title compound was prepared according to the procedure described in step 6 of Example 1 from 5-chloro-2-(isobutoxymethyl)benzoic acid (step 1) and methyl 4-[(1S)-1-aminoethyl]benzoate hydrochloride (step 5 of Example 1): Yield: 8.0%. Reported procedure: 2.5 g (0.007 mol) of 4-amino-N-(2-bromo-6-methylamino-pyridin-4-yl)-benzenesulfonamide were stirred with 80 ml of dimethylamine in an autoclave at 160° C. for 7 hours. The residual dimethylamine was left to evaporate and the residue was chromatographed on silica gel with ethyl acetate/hexane 1:1, then 2:1 and finally 3:1. The polar fractions were chromatographed twice on silica gel with ethyl acetate/hexane 2:3 and 1:1 as the eluent. There was obtained 0.175 g (8%) of 4-amino-N-(2-dimethylamino-... The reactants are NC1=CC=C(C=C1)S(=O)(=O)NC1=CC(=NC(=C1)NC)Br (4-amino-N-(2-bromo-6-methylamino-pyridin-4-yl)-benzenesulfonamide), CNC (dimethylamine), CNC (dimethylamine). RXN SMILES: [NH2:1][C:2]1[CH:7]=[CH:6][C:5]([S:8]([NH:11][C:12]2[CH:17]=[C:16]([NH:18][CH3:19])[N:15]=[C:14](Br)[CH:13]=2)(=[O:10])=[O:9])=[CH:4][CH:3]=1.[CH3:21][NH:22][CH3:23]>>[NH2:1][C:2]1[CH:7]=[CH:6][C:5]([S:8]([NH:11][C:12]2[CH:17]=[C:16]([NH:18][CH3:19])[N:15]=[C:14]([N:22]([CH3:23])[CH3:21])[CH:13]=2)(=[O:10])=[O:9])=[CH:4][CH:3]=1. Yields the product NC1=CC=C(C=C1)S(=O)(=O)NC1=CC(=NC(=C1)NC)N(C)C (4-amino-N-(2-dimethylamino-6-methylamino-pyridin-4-yl)-benzenesulfonamide).